Dataset: the Open Reaction Database (ORD), a public repository of structured organic reaction records. Task: describe an organic reaction: reactants, conditions, products, and yield Solvent: C(C)O (ethanol). Yields the product C(C)OC(=O)C1=C(NC(=C(C1C1=C(C=CC=C1)Cl)C(=O)OCC)C)COC(C)=O (2-Acetoxymethyl-6-methyl-4-(2'-chlorophenyl)-1,4-dihydropyridine-3,5-dicarboxylic acid diethyl ester). Starting materials: ClC1=C(C=O)C=CC=C1 (2-chlorobenzaldehyde), C(C)OC(CC(=O)COC(C)=O)=O (γ-acetoxy-acetoacetic acid ethyl ester), C(C)OC(\C=C(\C)/N)=O (β-aminocrotonic acid ethyl ester). RXN SMILES: [Cl:1][C:2]1[CH:9]=[CH:8][CH:7]=[CH:6][C:3]=1[CH:4]=O.[CH2:10]([O:12][C:13](=[O:22])[CH2:14][C:15]([CH2:17][O:18][C:19](=[O:21])[CH3:20])=O)[CH3:11].[CH2:23]([O:25][C:26](=[O:31])/[CH:27]=[C:28](\[NH2:30])/[CH3:29])[CH3:24]>C(O)C>[CH2:10]([O:12][C:13]([C:14]1[CH:4]([C:3]2[CH:6]=[CH:7][CH:8]=[CH:9][C:2]=2[Cl:1])[C:27]([C:26]([O:25][CH2:23][CH3:24])=[O:31])=[C:28]([CH3:29])[NH:30][C:15]=1[CH2:17][O:18][C:19](=[O:21])[CH3:20])=[O:22])[CH3:11]. Yield: 40.0%. Procedure: 7 g of 2-chlorobenzaldehyde, 9.4 g of γ-acetoxy-acetoacetic acid ethyl ester and 6.5 g of β-aminocrotonic acid ethyl ester in 40 ccs of ethanol are heated under reflux overnight and cooled and light yellow crystals of melting point 102° C. are obtained, yield: 40%. Reactants: ClC1=CC=NC2=CC(=CC=C12)Cl (4,7-dichloroquinoline), CN(C)CCCN (3-(N,N-dimethylamino)-propylamine). Run in C(C)(=O)OCC.CCCCCC (ethyl acetate hexane). Yields the product ClC1=CC=C2C(=CC=NC2=C1)C(CCN)N(C)C ((7-Chloro-quinolin-4-yl)-N1,N1 -dimethyl-propane-1,3-diamine). RXN SMILES: Cl[C:2]1[C:11]2[C:6](=[CH:7][C:8]([Cl:12])=[CH:9][CH:10]=2)[N:5]=[CH:4][CH:3]=1.[CH3:13][N:14]([CH2:16][CH2:17][CH2:18][NH2:19])[CH3:15]>C(OCC)(=O)C.CCCCCC>[Cl:12][C:8]1[CH:7]=[C:6]2[C:11]([C:2]([CH:16]([N:14]([CH3:15])[CH3:13])[CH2:17][CH2:18][NH2:19])=[CH:3][CH:4]=[N:5]2)=[CH:10][CH:9]=1 |f:2.3|. Reported procedure: From 4,7-dichloroquinoline and 3-(N,N-dimethylamino)-propylamine; colourless crystals from ethyl acetate-hexane, m.p.: 111°-113° C. The reactants are CCN=C=O, COc1ccc(OC(CCCN2CC3CNCC(C2)O3)c2ccc(C#N)cc2)cc1OC, CC#N, ClC(Cl)Cl, [K+], [K+], O=C([O-])[O-]. Yields the product CCNC(=O)N1CC2CN(CCCC(Oc3ccc(OC)c(OC)c3)c3ccc(C#N)cc3)CC(C1)O2. As a reaction SMILES: [CH2:1]([CH3:2])[N:3]=[C:4]=[O:5].[CH3:12][O:13][c:14]1[cH:15][c:16]([O:17][CH:18]([CH2:19][CH2:20][CH2:21][N:22]2[CH2:23][CH:24]3[CH2:25][NH:26][CH2:27][CH:28]([CH2:29]2)[O:30]3)[c:31]2[cH:32][cH:33][c:34]([C:35]#[N:36])[cH:37][cH:38]2)[cH:39][cH:40][c:41]1[O:42][CH3:43].[CH3:44][C:45]#[N:46].[CH:47]([Cl:48])([Cl:49])[Cl:50].[K+:6].[K+:7].[O-:8][C:9]([O-:10])=[O:11]>>[CH2:1]([CH3:2])[NH:3][C:4](=[O:5])[N:26]1[CH2:25][CH:24]2[CH2:23][N:22]([CH2:21][CH2:20][CH2:19][CH:18]([O:17][c:16]3[cH:15][c:14]([O:13][CH3:12])[c:41]([O:42][CH3:43])[cH:40][cH:39]3)[c:31]3[cH:32][cH:33][c:34]([C:35]#[N:36])[cH:37][cH:38]3)[CH2:29][CH:28]([CH2:27]1)[O:30]2. The reactants are Cl.NC=1N=C(C2=C(N1)N=CC(=C2)C=O)N (2,4-diaminopyrido[2,3-d]pyrimidine-6-carboxaldehyde hydrochloride), [OH-].[Na+] (NaOH), [BH4-].[Na+] (NaBH4). Solvent: CC(=O)N(C)C (DMAC), CC(=O)N(C)C (DMAC). Conditions: temperature 25 celsius, time 30 minute. Product: NC=1N=C(C2=C(N1)N=CC(=C2)CO)N (2,4-Diamino-6-(hydroxymethyl)pyrido[2,3-d]pyrimidine). RXN SMILES: Cl.[NH2:2][C:3]1[N:4]=[C:5]([NH2:15])[C:6]2[CH:12]=[C:11]([CH:13]=[O:14])[CH:10]=[N:9][C:7]=2[N:8]=1.[OH-].[Na+].[BH4-].[Na+]>CC(N(C)C)=O>[NH2:2][C:3]1[N:4]=[C:5]([NH2:15])[C:6]2[CH:12]=[C:11]([CH2:13][OH:14])[CH:10]=[N:9][C:7]=2[N:8]=1 |f:0.1,2.3,4.5|. Reported procedure: A solution of 2,4-diaminopyrido[2,3-d]pyrimidine-6-carboxaldehyde hydrochloride (200 mg, 0.884 mmol) in DMAC (40 ml) at 0° C. was treated with 1N NaOH (0.884 ml, 0.884 mmol) followed by a suspension of NaBH4 (16.7 mg, 0.442 mmol) in DMAC (1 ml). The solution was stirred at 25° C. for 30 minutes and evaporated to dryness under high vacuum. A stirred suspension of the residue in H2O (5 ml) was adjusted to pH 3 with 6N HCl, stirred for 5 minutes and adjusted to pH 7 with 1N NaOH. The precipitate wa... Starting materials: CC1(OC2=C(C3=C1SCC3)C(=CC(=C2)C(C)C(CCCCC)C)O)C (1,2-dihydro-4,4-dimethyl-9-hydroxy-7-(3-methyl-2-octyl)-4H-thieno[2,3-c][1]benzopyran), C(C)(=O)OC(C)=O (acetic anhydride). The product is C(C)(=O)OC1=CC(=CC2=C1C1=C(C(O2)(C)C)SCC1)C(C)C(CCCCC)C (9-acetoxy-1,2-dihydro-4,4 -dimethyl-7-(3-methyl-2-octyl)-4H-thieno[2,3-c][1]benzopyran). RXN SMILES: [CH3:1][C:2]1([CH3:25])[C:7]2[S:8][CH2:9][CH2:10][C:6]=2[C:5]2[C:11]([OH:24])=[CH:12][C:13]([CH:15]([CH:17]([CH3:23])[CH2:18][CH2:19][CH2:20][CH2:21][CH3:22])[CH3:16])=[CH:14][C:4]=2[O:3]1.[C:26](OC(=O)C)(=[O:28])[CH3:27]>>[C:26]([O:24][C:11]1[C:5]2[C:6]3[CH2:10][CH2:9][S:8][C:7]=3[C:2]([CH3:1])([CH3:25])[O:3][C:4]=2[CH:14]=[C:13]([CH:15]([CH:17]([CH3:23])[CH2:18][CH2:19][CH2:20][CH2:21][CH3:22])[CH3:16])[CH:12]=1)(=[O:28])[CH3:27]. Procedure: By reacting 1,2-dihydro-4,4-dimethyl-9-hydroxy-7-(3-methyl-2-octyl)-4H-thieno[2,3-c][1]benzopyran with acetic anhydride, there is obtained 9-acetoxy-1,2-dihydro-4,4 -dimethyl-7-(3-methyl-2-octyl)-4H-thieno[2,3-c][1]benzopyran. As a reaction SMILES: [C:11](=[O:12])([O-:13])[O-:14].[CH2:17]([CH3:18])[O:19][C:20]([CH2:21][CH2:22][CH2:23][Br:24])=[O:25].[CH3:26][N:27]([CH3:28])[CH:29]=[O:30].[Cl:1][c:2]1[c:3]2[nH:4][cH:5][n:6][c:7]2[n:8][cH:9][n:10]1.[K+:15].[K+:16]>>[Cl:1][c:2]1[c:3]2[n:4][cH:5][n:6]([CH2:23][CH2:22][CH2:21][C:20]([O:19][CH2:17][CH3:18])=[O:25])[c:7]2[n:8][cH:9][n:10]1. The reactants are O=C([O-])[O-], CCOC(=O)CCCBr, CN(C)C=O, Clc1ncnc2nc[nH]c12, [K+], [K+]. Product: CCOC(=O)CCCn1cnc2c(Cl)ncnc21. Reactants: C(C)OC(=O)C=1C=NN2C1N=CC(=C2O)C(=O)O (3-Ethoxycarbonyl-7-hydroxypyrazolo[1,5-a]pyrimidine-6-carboxylic acid), Cl.FC=1C=CC2=C(C1)C1(CCNCC1)CO2 (5-fluoro-2H-spiro[benzofuran-3,4′-piperidine]hydrochloride). Product: C(C)OC(=O)C=1C=NN2C1N=CC(=C2O)C(=O)N2CCC1(CC2)COC2=C1C=C(C=C2)F (3-Ethoxycarbonyl-6-(5-fluoro-2H-spiro[benzofuran-3,4′-piperidine]-1′-ylcarbonyl)-7-hydroxypyrazolo[1,5-a]pyrimidine). Isolated yield 64.3%. RXN SMILES: [CH2:1]([O:3][C:4]([C:6]1[CH:7]=[N:8][N:9]2[C:14]([OH:15])=[C:13]([C:16]([OH:18])=O)[CH:12]=[N:11][C:10]=12)=[O:5])[CH3:2].Cl.[F:20][C:21]1[CH:22]=[CH:23][C:24]2[O:34][CH2:33][C:27]3([CH2:32][CH2:31][NH:30][CH2:29][CH2:28]3)[C:25]=2[CH:26]=1>>[CH2:1]([O:3][C:4]([C:6]1[CH:7]=[N:8][N:9]2[C:14]([OH:15])=[C:13]([C:16]([N:30]3[CH2:31][CH2:32][C:27]4([C:25]5[CH:26]=[C:21]([F:20])[CH:22]=[CH:23][C:24]=5[O:34][CH2:33]4)[CH2:28][CH2:29]3)=[O:18])[CH:12]=[N:11][C:10]=12)=[O:5])[CH3:2] |f:1.2|. Procedure details: In the same manner as in Example 1, step 2 and using 3-ethoxycarbonyl-7-hydroxypyrazolo[1,5-a]pyrimidine-6-carboxylic acid (0.416 g, 1.66 mmol) obtained in Example 19, step 2 and 5-fluoro-2H-spiro[benzofuran-3,4′-piperidine]hydrochloride (0.500 g, 1.99 mmol) obtained in Reference Example 3, the title compound (0.470 g, 54%) was obtained.